This data is from the Open Reaction Database (ORD), a public repository of structured organic reaction records. The task is: describe an organic reaction: reactants, conditions, products, and yield The reactants are CC1=C(C(=CC=C1)C)O (2,6-dimethylphenol), N (ammonia), [O-2].[Pr+3].[O-2].[O-2].[Pr+3] (praseodymium oxide), [O-2].[Al+3].[O-2].[O-2].[Al+3] (aluminum oxide). The reagents and catalysts are pulverulent catalyst, [Pd] (palladium). Solvent: [H][H] (hydrogen). Reaction conditions: temperature 230 celsius. Yields the product CC1C(C(CCC1)C)N (2,6-dimethylcyclohexylamine). The yield is 99.5%. RXN SMILES: [CH3:1][C:2]1[CH:7]=[CH:6][CH:5]=[C:4]([CH3:8])[C:3]=1O.[O-2].[Pr+3].[O-2].[O-2].[Pr+3].[O-2].[Al+3].[O-2].[O-2].[Al+3].[NH3:20]>[H][H].[Pd]>[CH3:1][CH:2]1[CH2:7][CH2:6][CH2:5][CH:4]([CH3:8])[CH:3]1[NH2:20] |f:1.2.3.4.5,6.7.8.9.10|. Procedure details: 1.650 kg of 2,6-dimethylphenol and 150 g of a pulverulent catalyst which contains 5.0% by weight of palladium and 2.5% by weight of praseodymium oxide, the remainder being aluminum oxide, are introduced into a 10 l stirred autoclave. The autoclave is closed and 1.370 kg of ammonia are forced in. The mixture is then heated to 230° C. and a pressure of 200 bar is established by forcing in hydrogen. The mixture is kept at the reaction temperature until a constant pressure is achieved (about 8 hours... Starting materials: COC(=O)CN(C(=O)CCl)c1ccccc1, CS(C)=O, CC(C)OC(C)C, [Ca+2], Cl, Fc1cc(F)c2sc(S)nc2c1F, [I-], [K+], O=C([O-])[O-], O. Product: COC(=O)CN(C(=O)CSc1nc2c(F)c(F)cc(F)c2s1)c1ccccc1. Reaction SMILES: [CH3:14][O:15][C:16]([CH2:17][N:18]([c:19]1[cH:20][cH:21][cH:22][cH:23][cH:24]1)[C:25]([CH2:26][Cl:27])=[O:28])=[O:29].[CH3:46][S:47]([CH3:48])=[O:49].[CH:38]([O:39][CH:40]([CH3:41])[CH3:42])([CH3:43])[CH3:44].[Ca+2:30].[ClH:37].[F:1][c:2]1[c:3]([F:13])[cH:4][c:5]([F:12])[c:6]2[c:7]1[n:8][c:9]([SH:11])[s:10]2.[I-:36].[K+:35].[O-:31][C:32](=[O:33])[O-:34].[OH2:45]>>[F:1][c:2]1[c:3]([F:13])[cH:4][c:5]([F:12])[c:6]2[c:7]1[n:8][c:9]([S:11][CH2:26][C:25]([N:18]([CH2:17][C:16]([O:15][CH3:14])=[O:29])[c:19]1[cH:20][cH:21][cH:22][cH:23][cH:24]1)=[O:28])[s:10]2. Reactants: C(C)(C)C=1C(NC(NC1SC1=CC(=CC(=C1)C)C)=O)=O (5-Isopropyl-6-(3,5-dimethylphenyl)thio-2,4-pyrimidinedione), ClCC=1C2=CC=CC=C2C=C2C=CC=CC12 (9-chloromethyl anthracene). Yields the product C1=CC=CC2=CC3=CC=CC=C3C(=C12)CN1C(NC(C(=C1SC1=CC(=CC(=C1)C)C)C(C)C)=O)=O (1-(Anthracen-9-ylmethyl)-5-isopropyl-6-(3,5-dimethylphenyl)thio-2,4-pyrimidinedione). Yield: 44.7%. RXN SMILES: [CH:1]([C:4]1[C:5](=[O:20])[NH:6][C:7](=[O:19])[NH:8][C:9]=1[S:10][C:11]1[CH:16]=[C:15]([CH3:17])[CH:14]=[C:13]([CH3:18])[CH:12]=1)([CH3:3])[CH3:2].Cl[CH2:22][C:23]1[C:24]2[C:29]([CH:30]=[C:31]3[C:36]=1[CH:35]=[CH:34][CH:33]=[CH:32]3)=[CH:28][CH:27]=[CH:26][CH:25]=2>>[CH:25]1[C:24]2[C:29](=[CH:30][C:31]3[C:36]([C:23]=2[CH2:22][N:8]2[C:9]([S:10][C:11]4[CH:12]=[C:13]([CH3:18])[CH:14]=[C:15]([CH3:17])[CH:16]=4)=[C:4]([CH:1]([CH3:3])[CH3:2])[C:5](=[O:20])[NH:6][C:7]2=[O:19])=[CH:35][CH:34]=[CH:33][CH:32]=3)[CH:28]=[CH:27][CH:26]=1. Procedure details: 5-Isopropyl-6-(3,5-dimethylphenyl)thio-2,4-pyrimidinedione and 9-chloromethyl anthracene were reacted by the same way with the example 1 to obtain the titled compound (215 mg, yield: 44.7%). The reactants are BrC1=CC(=CC=C1)OC (1-bromo-3-methoxybenzene), C(CCC)[Sn](C=1OC=CN1)(CCCC)CCCC (2-(tributylstannanyl)-1,3-oxazole), tetrakis[triphenylphosphine]palladium. The solvent is C1(=CC=CC=C1)C (toluene). Conditions: time 8 hour. Product: COC=1C=C(C=CC1)C=1OC=CN1 (2-(3-methoxyphenyl)-1,3-oxazole). As a reaction SMILES: Br[C:2]1[CH:7]=[CH:6][CH:5]=[C:4]([O:8][CH3:9])[CH:3]=1.C([Sn](CCCC)(CCCC)[C:15]1[O:16][CH:17]=[CH:18][N:19]=1)CCC>C1(C)C=CC=CC=1>[CH3:9][O:8][C:4]1[CH:3]=[C:2]([C:15]2[O:16][CH:17]=[CH:18][N:19]=2)[CH:7]=[CH:6][CH:5]=1. Procedure: A suspension containing 1.16 ml of 1-bromo-3-methoxybenzene (9.2 mmol), 2.12 ml of 2-(tributylstannanyl)-1,3-oxazole (5.9 mmol) and 276 mg (0.2 mmol) of tetrakis[triphenylphosphine]palladium in 50 ml of toluene is stirred overnight at reflux under argon. The toluene is evaporated off using a rotary evaporator, and the residue is then suspended in ethyl acetate. After filtering the suspension, the filtrate is evaporated to dryness and the crude product is purified by chromatography over silica ge... Product: Nc1cccnc1Nc1ccccn1. Reactants: CCO, [H][H], O=[N+]([O-])c1cccnc1Nc1ccccn1. As a reaction SMILES: [CH3:19][CH2:20][OH:21].[H:17][H:18].[n:1]1[c:2]([NH:7][c:8]2[n:9][cH:10][cH:11][cH:12][c:13]2[N+:14]([O-:15])=[O:16])[cH:3][cH:4][cH:5][cH:6]1>>[n:1]1[c:2]([NH:7][c:8]2[n:9][cH:10][cH:11][cH:12][c:13]2[NH2:14])[cH:3][cH:4][cH:5][cH:6]1. The reactants are [N+](=O)([O-])C1=CC=C(C=C1)N1N=C(C=C1Br)C (1-(4′-nitrophenyl)-5-bromo-3-methylpyrazole), C(=C)[Sn](CCCC)(CCCC)CCCC (vinyl tributyltin). Reagents/catalysts: C=1C=CC(=CC1)[P](C=2C=CC=CC2)(C=3C=CC=CC3)[Pd]([P](C=4C=CC=CC4)(C=5C=CC=CC5)C=6C=CC=CC6)([P](C=7C=CC=CC7)(C=8C=CC=CC8)C=9C=CC=CC9)[P](C=1C=CC=CC1)(C=1C=CC=CC1)C=1C=CC=CC1 (Pd(PPh3)4). Solvent: C1CCOC1 (THF). Yields the product [N+](=O)([O-])C1=CC=C(C=C1)N1N=C(C=C1C=C)C (1(4′-Nitrophenyl)-5-ethenyl-3-methylpyrazole). Isolated yield 91.7%. As a reaction SMILES: [N+:1]([C:4]1[CH:9]=[CH:8][C:7]([N:10]2[C:14](Br)=[CH:13][C:12]([CH3:16])=[N:11]2)=[CH:6][CH:5]=1)([O-:3])=[O:2].[CH:17]([Sn](CCCC)(CCCC)CCCC)=[CH2:18]>C1COCC1.C1C=CC([P]([Pd]([P](C2C=CC=CC=2)(C2C=CC=CC=2)C2C=CC=CC=2)([P](C2C=CC=CC=2)(C2C=CC=CC=2)C2C=CC=CC=2)[P](C2C=CC=CC=2)(C2C=CC=CC=2)C2C=CC=CC=2)(C2C=CC=CC=2)C2C=CC=CC=2)=CC=1>[N+:1]([C:4]1[CH:9]=[CH:8][C:7]([N:10]2[C:14]([CH:17]=[CH2:18])=[CH:13][C:12]([CH3:16])=[N:11]2)=[CH:6][CH:5]=1)([O-:3])=[O:2] |^1:40,42,61,80|. Reported procedure: To a solution of 1-(4′-nitrophenyl)-5-bromo-3-methylpyrazole (138 mg, 0.49 mmol) in THF (5 mL) was added Pd(PPh3)4 (21 mg, 0.018 mmol) followed by vinyl tributyltin (0.16 mL, 0.54 mmol). The mixture was heated at reflux for 6 hr under N2, and was then quenched with saturated KF and extracted with EtOAc. The extract was dried over MgSO4 and concentrated. The residue was purified by column chromatography on silica gel (hexane/acetate, 10:1) to give the title compound (103 mg, 92%). Starting materials: S(=O)(Cl)Cl (Thionyl chloride), CO (methanol), Cl (HCl), FC1=C(C(=O)O)C=C(C=C1)[N+](=O)[O-] (2-fluoro-5-nitrobenzoic acid). Reaction conditions: time 8 hour. Product: FC1=C(C(=O)OC)C=C(C=C1)[N+](=O)[O-] (methyl 2-fluoro-5-nitrobenzoate). RXN SMILES: S(Cl)(Cl)=O.Cl.[F:6][C:7]1[CH:15]=[CH:14][C:13]([N+:16]([O-:18])=[O:17])=[CH:12][C:8]=1[C:9]([OH:11])=[O:10].[CH3:19]O>>[F:6][C:7]1[CH:15]=[CH:14][C:13]([N+:16]([O-:18])=[O:17])=[CH:12][C:8]=1[C:9]([O:11][CH3:19])=[O:10]. Reported procedure: Thionyl chloride (16 mL, 0.22 mol) was added dropwise to cooled (0° C.) methanol (250 mL). After the addition the resulting anhydrous methanolic HCl solution was poured into a flask containing 2-fluoro-5-nitrobenzoic acid (13.77 g, 74.39 mmol). The mixture so obtained was stirred overnight at rt. The reaction mixture was concentrated and the residue collected was purified by flash chromatography using a gradient [silica, 5-30% (700 mL), then 30-50% (1 L)], giving methyl 2-fluoro-5-nitrobenzoate. Reactants: BrBr (bromine), FC1=CC=CC2=CC=CC=C12 (1-fluoronaphthalene), Br (HBr). Solvent: C(Cl)(Cl)(Cl)Cl (carbon tetrachloride). Reaction conditions: time 2 hour. The product is BrC1=CC=C(C2=CC=CC=C12)F (4-Bromo-1-fluoronaphthalene). As a reaction SMILES: [F:1][C:2]1[C:11]2[C:6](=[CH:7][CH:8]=[CH:9][CH:10]=2)[CH:5]=[CH:4][CH:3]=1.[Br:12]Br.Br>C(Cl)(Cl)(Cl)Cl>[Br:12][C:5]1[C:6]2[C:11](=[CH:10][CH:9]=[CH:8][CH:7]=2)[C:2]([F:1])=[CH:3][CH:4]=1. Reported procedure: To a 50 mL round-bottomed flask equipped with condenser and N2 inlet were added 3.75 mL (5.0 g, 34.25 mmol) 1-fluoronaphthalene and 10 mL carbon tetrachloride, followed by dropwise addition of 1.7 mL (5.5 g., 34.375 mmol) bromine over 3 min. The reaction was heated to 50-60° C. as HBr was evolved for 2 hour, then cooled and concentrated. The residue was dissolved in methanol and kept overnight at 0° C. After filtration with cold methanol, the product, with melting point close to room temperature...